This data is from the Open Reaction Database (ORD), a public repository of structured organic reaction records. The task is: describe an organic reaction: reactants, conditions, products, and yield The product is CN1C(N(C=2C(C1=O)=CN(N2)CC2=CC=CC1=CC=CC=C21)CC(C)C)=O (5-Methyl-7-(2-methylpropyl)-2-(1-naphthalenylmethyl)-2H-pyrazolo[3,4-d]pyrimidine-4,6(5H,7H)-dione). RXN SMILES: Cl[CH2:2][C:3]1[C:12]2[C:7](=[CH:8][CH:9]=[CH:10][CH:11]=2)[CH:6]=[CH:5][CH:4]=1.C(=O)([O-])[O-].[K+].[K+].[CH3:19][N:20]1[C:25](=[O:26])[C:24]2=[CH:27][NH:28][N:29]=[C:23]2[N:22]([CH2:30][CH:31]([CH3:33])[CH3:32])[C:21]1=[O:34].O>CC(C)=O>[CH3:19][N:20]1[C:25](=[O:26])[C:24]2=[CH:27][N:28]([CH2:2][C:3]3[C:12]4[C:7](=[CH:8][CH:9]=[CH:10][CH:11]=4)[CH:6]=[CH:5][CH:4]=3)[N:29]=[C:23]2[N:22]([CH2:30][CH:31]([CH3:32])[CH3:33])[C:21]1=[O:34] |f:1.2.3|. The yield is 89.3%. Reported procedure: In accordance with the teaching of German Patent No. 63,381, 1-(chloromethyl)-naphthalene (2.2 g), potassium carbonate (1.6 g) and 5-methyl-7-(2-methylpropyl)-2H-pyrazolo[3,4-d]pyrimidine-4,6(5H,7H)-dione (2.5 g) were combined in acetone (40 ml) and heated under reflux for 3 hours and then cooled to ambient temperature. Water (200 ml) was added and the precipitated solid was collected by filtration. The solid was triturated with isohexane and then dried in vacuo to give the title compound (3.64 ... Solvent: CC(=O)C (acetone). Reactants: ClCC1=CC=CC2=CC=CC=C12 (1-(chloromethyl)-naphthalene), O (Water), C([O-])([O-])=O.[K+].[K+] (potassium carbonate), CN1C(N(C=2C(C1=O)=CNN2)CC(C)C)=O (5-methyl-7-(2-methylpropyl)-2H-pyrazolo[3,4-d]pyrimidine-4,6(5H,7H)-dione). The reactants are C(=O)(OCC1=CC=CC=C1)N1C(C(=O)O)CCC1 (N-carbobenzoxy-DL-proline), C1(CCCCC1)N=C=NC1CCCCC1 (N,N'-dicyclohexylcarbodiimide), C(CCCCC)O (n-hexanol), CN(C=O)C (dimethylformamide). Run in N1=CC=CC=C1 (pyridine). Reaction conditions: time 16 hour. Yields the product C(CCCCC)OC(=O)C1NCCC1 (2-[(hexyloxy)carbonyl]pyrrolidine). RXN SMILES: C([N:11]1[CH2:18][CH2:17][CH2:16][CH:12]1[C:13]([OH:15])=[O:14])(OCC1C=CC=CC=1)=O.[CH2:19](O)[CH2:20][CH2:21][CH2:22][CH2:23][CH3:24].CN(C)C=O.C1(N=C=NC2CCCCC2)CCCCC1>N1C=CC=CC=1>[CH2:19]([O:15][C:13]([CH:12]1[CH2:16][CH2:17][CH2:18][NH:11]1)=[O:14])[CH2:20][CH2:21][CH2:22][CH2:23][CH3:24]. Reported procedure: To a stirred solution of 24.9 g. (0.01 mol.) of N-carbobenzoxy-DL-proline and 11.22 g. (0.11 mol.) of n-hexanol in 200 ml. of dry dimethylformamide and 7.9 g. pyridine at room temperature is added 20.6 g. (0.01 mol.) of N,N'-dicyclohexylcarbodiimide. After stirring this mixture at room temperature for 16 hours, the precipitated N,N'-dicyclohexylurea is filtered off, the filtrate is diluted with a large volume of saturated aqueous sodium chloride, and this is thoroughly extracted with chloroform....